Task: describe an organic reaction: reactants, conditions, products, and yield. Dataset: the Open Reaction Database (ORD), a public repository of structured organic reaction records Starting materials: C=C(C)CBr, C1CCOC1, COC(=O)Cc1cc(-c2ccc(F)cc2)nc(-c2ccc(C(F)(F)F)cc2)c1, C[Si](C)(C)[N-][Si](C)(C)C, [K+]. Yields the product C=C(C)CC(C(=O)OC)c1cc(-c2ccc(F)cc2)nc(-c2ccc(C(F)(F)F)cc2)c1. RXN SMILES: [Br:39][CH2:40][C:41](=[CH2:42])[CH3:43].[CH2:44]1[O:45][CH2:46][CH2:47][CH2:48]1.[CH3:1][O:2][C:3]([CH2:4][c:5]1[cH:6][c:7](-[c:21]2[cH:22][cH:23][c:24]([F:27])[cH:25][cH:26]2)[n:8][c:9](-[c:11]2[cH:12][cH:13][c:14]([C:17]([F:18])([F:19])[F:20])[cH:15][cH:16]2)[cH:10]1)=[O:28].[CH3:29][Si:30]([N-:31][Si:32]([CH3:33])([CH3:34])[CH3:35])([CH3:36])[CH3:37].[K+:38]>>[CH3:1][O:2][C:3]([CH:4]([c:5]1[cH:6][c:7](-[c:21]2[cH:22][cH:23][c:24]([F:27])[cH:25][cH:26]2)[n:8][c:9](-[c:11]2[cH:12][cH:13][c:14]([C:17]([F:18])([F:19])[F:20])[cH:15][cH:16]2)[cH:10]1)[CH2:42][C:41](=[CH2:40])[CH3:43])=[O:28]. Reactants: N#N (N2), OC1=CC=2C[C@@H]3[C@@H]4CCC(C[C@@]4(C2C(=C1)O)CCN3C=O)=O (2,4-dihydroxy-N-formylmorphinan-6-one), ClC1=NN=NN1C1=CC=CC=C1 (5-chloro-1-phenyltetrazole), C(=O)([O-])[O-].[K+].[K+] (K2CO3). Run in CN(C)C=O (DMF), [OH-].[Na+] (NaOH). Product: OC1=CC(=CC=2C[C@@H]3[C@@H]4CCC(C[C@@]4(C12)CCN3C=O)=O)OC3=NN=NN3C3=CC=CC=C3 ((±)-4-Hydroxy-2-(1-phenyltetrazolyloxy)-N formyl-morphinan-6-one). Isolated yield 117.9%. RXN SMILES: [OH:1][C:2]1[CH:15]=[C:14]([OH:16])[C:13]2[C@:12]34[CH2:17][CH2:18][N:19]([CH:20]=[O:21])[C@@H:6]([C@@H:7]3[CH2:8][CH2:9][C:10](=[O:22])[CH2:11]4)[CH2:5][C:4]=2[CH:3]=1.Cl[C:24]1[N:28]([C:29]2[CH:34]=[CH:33][CH:32]=[CH:31][CH:30]=2)[N:27]=[N:26][N:25]=1.C([O-])([O-])=O.[K+].[K+].N#N>CN(C=O)C.[OH-].[Na+]>[OH:16][C:14]1[C:13]2[C@:12]34[CH2:17][CH2:18][N:19]([CH:20]=[O:21])[C@@H:6]([C@@H:7]3[CH2:8][CH2:9][C:10](=[O:22])[CH2:11]4)[CH2:5][C:4]=2[CH:3]=[C:2]([O:1][C:24]2[N:28]([C:29]3[CH:34]=[CH:33][CH:32]=[CH:31][CH:30]=3)[N:27]=[N:26][N:25]=2)[CH:15]=1 |f:2.3.4,7.8|. Reported procedure: A mixture of 2,4-dihydroxy-N-formylmorphinan-6-one (3.6 g, 12 mmol), 5-chloro-1-phenyltetrazole (2.3 g, 12.7 mmol) and anhydrous K2CO3 (8.4 g, 60.8 mmol) in 150 ml DMF was stirred at 80+ 5° C. for 16 hrs uner N2. The K2CO3 was filtered off and washed with 10 ml DMF. The combined filtrates were evaporated under vacuum to afford a dark brown residue which was taken up in 200 ml 2 N NaOH and the aqueous solution washed with ether (2×100 ml). The basic solution was the acidified with conc. HCl and e... Reactants: COC(CCNC(=O)C=1SC(=CC1)C(C(C)(C)C)OC1=CC(=C(C=C1)C1=CC=C(C=C1)C(F)(F)F)C)=O (3-({5-[2,2-dimethyl-1-(2-methyl-4′-trifluoromethyl-biphenyl-4-yloxy)-propyl]-thiophene-2-carbonyl}-amino)-propionic acid methyl ester), [OH-].[Na+] (NaOH), Cl (HCl). Run in CO (methanol). Conditions: time 8 hour. Yields the product CC(C(OC1=CC(=C(C=C1)C1=CC=C(C=C1)C(F)(F)F)C)C1=CC=C(S1)C(=O)NCCC(=O)O)(C)C (3-({5-[2,2-Dimethyl-1-(2-methyl-4′-trifluoromethyl-biphenyl-4-yloxy)-propyl]-thiophene-2-carbonyl}-amino)-propionic acid). The yield is 62.0%. As a reaction SMILES: C[O:2][C:3](=[O:37])[CH2:4][CH2:5][NH:6][C:7]([C:9]1[S:10][C:11]([CH:14]([O:19][C:20]2[CH:25]=[CH:24][C:23]([C:26]3[CH:31]=[CH:30][C:29]([C:32]([F:35])([F:34])[F:33])=[CH:28][CH:27]=3)=[C:22]([CH3:36])[CH:21]=2)[C:15]([CH3:18])([CH3:17])[CH3:16])=[CH:12][CH:13]=1)=[O:8].[OH-].[Na+].Cl>CO>[CH3:16][C:15]([CH3:18])([CH3:17])[CH:14]([C:11]1[S:10][C:9]([C:7]([NH:6][CH2:5][CH2:4][C:3]([OH:37])=[O:2])=[O:8])=[CH:13][CH:12]=1)[O:19][C:20]1[CH:25]=[CH:24][C:23]([C:26]2[CH:27]=[CH:28][C:29]([C:32]([F:33])([F:34])[F:35])=[CH:30][CH:31]=2)=[C:22]([CH3:36])[CH:21]=1 |f:1.2|. Procedure: A solution of 3-({5-[2,2-dimethyl-1-(2-methyl-4′-trifluoromethyl-biphenyl-4-yloxy)-propyl]-thiophene-2-carbonyl}-amino)-propionic acid methyl ester (chiral Isomer 1) (36 mg, 0.067 mmol) in methanol (1.0 mL) is treated with 5N NaOH (0.067 mL) and shaken at rt overnight. The reaction is neutralized with 1N HCl (0.068 mL), and extracted into ethyl acetate (2×). The combined organic layers are dried and concentrated, giving the title compound (21.6 mg). MS (ES): 520.3 [M+H]+. Reactants: C(C)OC(CBr)=O (ethylbromoacetate), C(C#C)N (propargylamine). Run in C(C)OCC (diethyl ether). Reaction conditions: time 3 hour. Yields the product C(C)OC(CNCC#C)=O (ethyl-N-propargylaminoacetate). Yield: 94.7%. As a reaction SMILES: [CH2:1]([O:3][C:4](=[O:7])[CH2:5]Br)[CH3:2].[CH2:8]([NH2:11])[C:9]#[CH:10]>C(OCC)C>[CH2:1]([O:3][C:4](=[O:7])[CH2:5][NH:11][CH2:8][C:9]#[CH:10])[CH3:2]. Reported procedure: To a cooled solution of ethylbromoacetate (37.6 g) in diethyl ether (75 mL), was added propargylamine (25 g). The mixture was stirred for 3 hour at 0°-5° C. The reaction temperature was raised to ambient temperature, and the stirring continued for 18 hours. A solid formed. The solid was filtered and discarded. The filtrate was evaporated to dryness to give crude ethyl-N-propargylaminoacetate (30.1 g). The crude product was used without further purification. RXN SMILES: Br[C:2]1[CH:3]=[C:4]([O:28][CH3:29])[C:5]2[N:6]([C:8]([C:22]3[CH:27]=[CH:26][CH:25]=[CH:24][CH:23]=3)=[C:9]([C:11]3[CH:16]=[CH:15][C:14]([C:17]4([NH2:21])[CH2:20][CH2:19][CH2:18]4)=[CH:13][CH:12]=3)[N:10]=2)[CH:7]=1.[C:30]([O:34][C:35]([N:37]1[CH:41]=[C:40](B(O)O)[CH:39]=[N:38]1)=[O:36])([CH3:33])([CH3:32])[CH3:31].P([O-])([O-])([O-])=O.[K+].[K+].[K+]>C1(C)C=CC=CC=1.CCO.O.CC(C)([P](C(C)(C)C)([Pd][P](C(C)(C)C)(C(C)(C)C)C(C)(C)C)C(C)(C)C)C>[C:30]([O:34][C:35]([N:37]1[CH:41]=[C:40]([C:2]2[CH:3]=[C:4]([O:28][CH3:29])[C:5]3[N:6]([C:8]([C:22]4[CH:27]=[CH:26][CH:25]=[CH:24][CH:23]=4)=[C:9]([C:11]4[CH:16]=[CH:15][C:14]([C:17]5([NH2:21])[CH2:18][CH2:19][CH2:20]5)=[CH:13][CH:12]=4)[N:10]=3)[CH:7]=2)[CH:39]=[N:38]1)=[O:36])([CH3:33])([CH3:31])[CH3:32] |f:2.3.4.5,^1:66,72|. Product: C(C)(C)(C)OC(=O)N1N=CC(=C1)C=1C=C(C=2N(C1)C(=C(N2)C2=CC=C(C=C2)C2(CCC2)N)C2=CC=CC=C2)OC (4-{2-[4-(1-amino-cyclobutyl)-phenyl]-8-methoxy-3-phenyl-imidazo[1,2-a]pyridin-6-yl}-pyrazole-1-carboxylic acid tert-butyl ester). Conditions: temperature 120 celsius. The reagents and catalysts are CC(C)([P](C(C)(C)C)([Pd][P](C(C)(C)C)(C(C)(C)C)C(C)(C)C)C(C)(C)C)C (bis(tri-tert-butyl phosphine)palladium(0)). Starting materials: BrC=1C=C(C=2N(C1)C(=C(N2)C2=CC=C(C=C2)C2(CCC2)N)C2=CC=CC=C2)OC (1-[4-(6-bromo-8-methoxy-3-phenyl-imidazo[1,2-a]pyridin-2-yl)-phenyl]-cyclobutylamine), C(C)(C)(C)OC(=O)N1N=CC(=C1)B(O)O ([1-(tert-butoxycarbonyl)-1H-pyrazol-4-yl]boronic acid), P(=O)([O-])([O-])[O-].[K+].[K+].[K+] (potassium phosphate). Reported procedure: A mixture of 1-[4-(6-bromo-8-methoxy-3-phenyl-imidazo[1,2-a]pyridin-2-yl)-phenyl]-cyclobutylamine (120 mg), [1-(tert-butoxycarbonyl)-1H-pyrazol-4-yl]boronic acid (170 mg) and potassium phosphate (170 mg) in toluene (0.9 mL), EtOH (1.86 mL) and water (0.93 mL) was placed under argon and bis(tri-tert-butyl phosphine)palladium(0) (13.7 mg) was added. The mixture was heated at 120° C. under microwave irradiation for 30 minutes. On cooling the mixture was partitioned between DCM and water and the pha... Run in C1(=CC=CC=C1)C (toluene), CCO (EtOH), O (water). The reactants are C1(=CC=CC=C1)C1=NNC2=CC=C(C=C12)Cl (3-phenyl-5-chloroindazole), Cl.CN(C)CCCl (dimethylaminoethyl chloride hydrochloride). Product: Cl.CN(C(C)C1=C2C(=NNC2=CC=C1Cl)C1=CC=CC=C1)C (1-dimethylaminoethyl-3-phenyl-5-chloroindazole hydrochloride). Yield: 104.2%. As a reaction SMILES: [C:1]1([C:7]2[C:15]3[C:10](=[CH:11][CH:12]=[C:13]([Cl:16])[CH:14]=3)[NH:9][N:8]=2)[CH:6]=[CH:5][CH:4]=[CH:3][CH:2]=1.Cl.[CH3:18][N:19]([CH2:21][CH2:22]Cl)[CH3:20]>>[ClH:16].[CH3:18][N:19]([CH3:20])[CH:21]([C:14]1[C:13]([Cl:16])=[CH:12][CH:11]=[C:10]2[C:15]=1[C:7]([C:1]1[CH:2]=[CH:3][CH:4]=[CH:5][CH:6]=1)=[N:8][NH:9]2)[CH3:22] |f:1.2,3.4|. Procedure details: By the procedure similar to that described in Example 1, 3-phenyl-5-chloroindazole (4.57 g) and dimethylaminoethyl chloride hydrochloride (4.32 g) were treated to obtain 3.5 g of 1-dimethylaminoethyl-3-phenyl-5-chloroindazole hydrochloride (m.p. 200°-201° C). Reactants: C(C)C(C(=O)O)CC (diethylacetic acid), CO/N=C(/C1=CC=CO1)\C(=O)N[C@H]2[C@@H]3N(C2=O)C(=C(CS3)COC(=O)N)C(=O)O (Cefuroxime), [Na] (sodium), [Na] (sodium), carboxylic acid, C(C)C(C(=O)O)CCCC (ethyl hexanoic acid). The solvent is C(C)(=O)O (acetic acid), CC(=O)C (acetone), C(C)O (ethanol), O (water), O (water). Product: C(C(O)C)(=O)O (lactic acid), CO/N=C(/C1=CC=CO1)\C(=O)N[C@H]2[C@@H]3N(C2=O)C(=C(CS3)COC(=O)N)C(=O)O (cefuroxime), [Na] (sodium). Reaction SMILES: [CH3:1][O:2]/[N:3]=[C:4](\[C:10]([NH:12][C@@H:13]1[C:16](=[O:17])[N:15]2[C:18]([C:27]([OH:29])=[O:28])=[C:19]([CH2:22][O:23][C:24]([NH2:26])=[O:25])[CH2:20][S:21][C@H:14]12)=[O:11])/[C:5]1[O:9][CH:8]=[CH:7][CH:6]=1.[Na:30].C(C(CCCC)C(O)=[O:35])C.C(C(CC)C(O)=O)C>C(O)(=O)C.CC(C)=O.C(O)C.O>[C:27]([OH:29])(=[O:28])[CH:18]([CH3:19])[OH:35].[CH3:1][O:2]/[N:3]=[C:4](\[C:10]([NH:12][C@@H:13]1[C:16](=[O:17])[N:15]2[C:18]([C:27]([OH:29])=[O:28])=[C:19]([CH2:22][O:23][C:24]([NH2:26])=[O:25])[CH2:20][S:21][C@H:14]12)=[O:11])/[C:5]1[O:9][CH:8]=[CH:7][CH:6]=1.[Na:30] |^1:29,95|. Procedure details: The Cefuroxime-but-salt may be reacted in appropriate solvent, e.g. water in combination with a water-miscible solvent, e.g. ethanol and/or acetone, in the presence of an appropriate source of sodium, e.g. the sodium salt of a carboxylic acid, such as ethyl hexanoic acid, diethylacetic acid, acetic acid; lactic acid, to form cefuroxime in the form of a sodium salt which is isolated from the reaction mixture. Reactants: C1(=CC=CC=C1)C1=CN=C(O1)CNC=O (N-(5-phenyl-2-oxazolylmethyl)formamide), P(=O)(Cl)(Cl)Cl (phosphorus oxychloride). Run in C1(=CC=CC=C1)C (toluene). The product is C1(=CC=CC=C1)C1=CN2C(O1)=CN=C2 (2-phenylimidazo[5,1-b]oxazole). RXN SMILES: [C:1]1([C:7]2[O:11][C:10]([CH2:12][NH:13][CH:14]=O)=[N:9][CH:8]=2)[CH:6]=[CH:5][CH:4]=[CH:3][CH:2]=1.P(Cl)(Cl)(Cl)=O>C1(C)C=CC=CC=1>[C:1]1([C:7]2[O:11][C:10]3=[CH:12][N:13]=[CH:14][N:9]3[CH:8]=2)[CH:6]=[CH:5][CH:4]=[CH:3][CH:2]=1. Procedure details: To 0.6 g (3 mmol) (2) in 15 ml toluene was added dropwise 1 ml phosphorus oxychloride and the resulting solution was heated at 90° overnight. Then, the solvent was removed in vacuo and the residue carefully diluted with 50 ml water. This solution was made basic with 40% NaOH solution and extracted with 4×50 ml portions of methylenechloride. The combined organic extracts were washed with brine, dried and the solvent removed in vacuo to give a dark gum. This was purified by chromatography on silic...